This data is from the Open Reaction Database (ORD), a public repository of structured organic reaction records. The task is: describe an organic reaction: reactants, conditions, products, and yield Reactants: C(CCCCCCC)N (octyl amine), C1(=CC=CC=C1)N=C=O (phenyl isocyanate). Run in C1CCOC1 (THF). Product: C(CCCCCCC)NC(=O)NC1=CC=CC=C1 (N-Octyl-N′-phenylurea). The yield is 98.3%. RXN SMILES: [CH2:1]([NH2:9])[CH2:2][CH2:3][CH2:4][CH2:5][CH2:6][CH2:7][CH3:8].[C:10]1([N:16]=[C:17]=[O:18])[CH:15]=[CH:14][CH:13]=[CH:12][CH:11]=1>C1COCC1>[CH2:1]([NH:9][C:17]([NH:16][C:10]1[CH:15]=[CH:14][CH:13]=[CH:12][CH:11]=1)=[O:18])[CH2:2][CH2:3][CH2:4][CH2:5][CH2:6][CH2:7][CH3:8]. Reported procedure: A solution of octyl amine (22.79 g, 176 mmol) and phenyl isocyanate (21 g, 176 mmol) in THF (200 ml) at 0° C. was stirred for 2 hours. The solvent was evaporated in vacuo and the residue was triturated with hexane to give 43 g of final product (173 mmol). Reactants: [Si](C1=CC=CC=C1)(C1=CC=CC=C1)(C(C)(C)C)OCCC=1C(N(C=CC1)C1=C(C=C(C=C1)[N+](=O)[O-])C)=O (3-(2-{[tert-Butyl(diphenyl)silyl]oxy}ethyl)-1-(2-methyl-4-nitrophenyl)pyridin-2(1H)-one), C(=O)[O-].[NH4+] (ammonium formate). The reagents and catalysts are [Pd] (palladium on carbon). The solvent is C(C)O (ethanol), C(C)(=O)OCC (ethyl acetate). Run at temperature 80 celsius, time 45 minute. The product is NC1=CC(=C(C=C1)N1C(C(=CC=C1)CCO[Si](C1=CC=CC=C1)(C1=CC=CC=C1)C(C)(C)C)=O)C (1-(4-Amino-2-methylphenyl)-3-(2-{[tert-butyl(diphenyl)silyl]oxy}ethyl)pyridin-2(1H)-one). Reaction SMILES: [Si:1]([O:18][CH2:19][CH2:20][C:21]1[C:22](=[O:37])[N:23]([C:27]2[CH:32]=[CH:31][C:30]([N+:33]([O-])=O)=[CH:29][C:28]=2[CH3:36])[CH:24]=[CH:25][CH:26]=1)([C:14]([CH3:17])([CH3:16])[CH3:15])([C:8]1[CH:13]=[CH:12][CH:11]=[CH:10][CH:9]=1)[C:2]1[CH:7]=[CH:6][CH:5]=[CH:4][CH:3]=1.C([O-])=O.[NH4+]>C(O)C.C(OCC)(=O)C.[Pd]>[NH2:33][C:30]1[CH:31]=[CH:32][C:27]([N:23]2[CH:24]=[CH:25][CH:26]=[C:21]([CH2:20][CH2:19][O:18][Si:1]([C:14]([CH3:15])([CH3:16])[CH3:17])([C:8]3[CH:9]=[CH:10][CH:11]=[CH:12][CH:13]=3)[C:2]3[CH:3]=[CH:4][CH:5]=[CH:6][CH:7]=3)[C:22]2=[O:37])=[C:28]([CH3:36])[CH:29]=1 |f:1.2|. Procedure: 62 g (121 mmol) of the compound from Example 15A are dissolved in 2 l of a 1:1 mixture of ethanol and ethyl acetate, and 46 g (726 mmol) of ammonium formate and 0.6 g of palladium on carbon are added. The mixture is heated at 80° C. After 45 min, the mixture is allowed to cool and filtered through silica gel. The filter cake is washed with ethyl acetate and the filtrate is evaporated to dryness under reduced pressure. This gives 36 g (61% of theory) of the desired product. Starting materials: CC(c1ccc(Br)cc1)N1CCC(CCCO)(c2ccccc2)OC1=O, Fc1ccc(Br)nc1. The product is CC(c1ccc(-c2ccc(F)cn2)cc1)N1CCC(CCCO)(c2ccccc2)OC1=O. RXN SMILES: [Br:1][c:2]1[cH:3][cH:4][c:5]([CH:8]([CH3:9])[N:10]2[C:11](=[O:26])[O:12][C:13]([c:16]3[cH:17][cH:18][cH:19][cH:20][cH:21]3)([CH2:22][CH2:23][CH2:24][OH:25])[CH2:14][CH2:15]2)[cH:6][cH:7]1.[Br:27][c:28]1[n:29][cH:30][c:31]([F:34])[cH:32][cH:33]1>>[c:2]1(-[c:28]2[n:29][cH:30][c:31]([F:34])[cH:32][cH:33]2)[cH:3][cH:4][c:5]([CH:8]([CH3:9])[N:10]2[C:11](=[O:26])[O:12][C:13]([c:16]3[cH:17][cH:18][cH:19][cH:20][cH:21]3)([CH2:22][CH2:23][CH2:24][OH:25])[CH2:14][CH2:15]2)[cH:6][cH:7]1. The reactants are CC1=C(CNC(C(C)(C)C)=O)C=CC(=C1N=C=S)C (N-(2,4-dimethyl-3-isothiocyanato-benzyl)-2,2-dimethyl-propionamide), NC=1C(=NC(=C(C(=O)N[C@@H]2CC[C@H](CC2)C(F)(F)F)C1)OCC(F)F)N (5,6 diamino-2-(2,2-difluoro-ethoxy)-N-(trans-4-trifluoromethyl-cyclohexyl)-nicotinamide), CC(N=C=NC(C)C)C (DIC). The product is CC1=C(CNC(C(C)(C)C)=O)C=CC(=C1NC=1NC=2C(=NC(=C(C2)C(N[C@@H]2CC[C@H](CC2)C(F)(F)F)=O)OCC(F)F)N1)C (N-{2,4-Dimethyl-3-[6-(trans-4-trifluoromethyl-cyclohexylcarbamoyl)-5-(2,2-difluoro-ethoxy)-1H-imidazo[4,5-b]pyridin-2-ylamino]benzyl}-2,2-dimethyl-propionamide). As a reaction SMILES: [CH3:1][C:2]1[C:15]([N:16]=[C:17]=S)=[C:14]([CH3:19])[CH:13]=[CH:12][C:3]=1[CH2:4][NH:5][C:6](=[O:11])[C:7]([CH3:10])([CH3:9])[CH3:8].[NH2:20][C:21]1[C:22]([NH2:45])=[N:23][C:24]([O:40][CH2:41][CH:42]([F:44])[F:43])=[C:25]([CH:39]=1)[C:26]([NH:28][C@H:29]1[CH2:34][CH2:33][C@H:32]([C:35]([F:38])([F:37])[F:36])[CH2:31][CH2:30]1)=[O:27].CC(C)N=C=NC(C)C>>[CH3:1][C:2]1[C:15]([NH:16][C:17]2[NH:20][C:21]3[C:22]([N:45]=2)=[N:23][C:24]([O:40][CH2:41][CH:42]([F:44])[F:43])=[C:25]([C:26](=[O:27])[NH:28][C@H:29]2[CH2:30][CH2:31][C@H:32]([C:35]([F:37])([F:36])[F:38])[CH2:33][CH2:34]2)[CH:39]=3)=[C:14]([CH3:19])[CH:13]=[CH:12][C:3]=1[CH2:4][NH:5][C:6](=[O:11])[C:7]([CH3:10])([CH3:9])[CH3:8]. Procedure details: The title compound is prepared from N-(2,4-dimethyl-3-isothiocyanato-benzyl)-2,2-dimethyl-propionamide (65 mg, 0.24 mmol) and 5,6 diamino-2-(2,2-difluoro-ethoxy)-N-(trans-4-trifluoromethyl-cyclohexyl)-nicotinamide (90 mg, 0.24 mmol) with DIC in analogy to examples 8a/8b.